This data is from the Open Reaction Database (ORD), a public repository of structured organic reaction records. The task is: describe an organic reaction: reactants, conditions, products, and yield The reactants are ClCCl, CN1CC2c3cccn3Cc3ccccc3N2C(=O)C1=O, CC(=O)[O-], CN(C)C=O, [Na+], O, O=P(Cl)(Cl)Cl. Product: CN1CC2c3ccc(C=O)n3Cc3ccccc3N2C(=O)C1=O. RXN SMILES: [CH2:37]([Cl:38])[Cl:39].[CH3:11][N:12]1[CH2:13][CH:14]2[N:15]([c:16]3[c:17]([cH:24][cH:25][cH:26][cH:27]3)[CH2:18][n:19]3[c:20]2[cH:21][cH:22][cH:23]3)[C:28](=[O:31])[C:29]1=[O:30].[CH3:33][C:34](=[O:35])[O-:36].[CH3:6][N:7]([CH:8]=[O:9])[CH3:10].[Na+:32].[OH2:40].[P:1]([Cl:2])([Cl:3])([Cl:4])=[O:5]>>[CH:8](=[O:9])[c:23]1[n:19]2[c:20]([cH:21][cH:22]1)[CH:14]1[CH2:13][N:12]([CH3:11])[C:29](=[O:30])[C:28](=[O:31])[N:15]1[c:16]1[c:17]([cH:24][cH:25][cH:26][cH:27]1)[CH2:18]2. Starting materials: COC(=O)c1cc(I)c(Cl)cc1N, O=C(Cl)Cc1ccc(Cl)s1. Product: COC(=O)c1cc(I)c(Cl)cc1NC(=O)Cc1ccc(Cl)s1. Reaction SMILES: [CH3:1][O:2][C:3]([c:4]1[c:5]([NH2:12])[cH:6][c:7]([Cl:11])[c:8]([I:10])[cH:9]1)=[O:13].[Cl:14][c:15]1[cH:16][cH:17][c:18]([CH2:20][C:21](=[O:22])[Cl:23])[s:19]1>>[CH3:1][O:2][C:3]([c:4]1[c:5]([NH:12][C:21]([CH2:20][c:18]2[cH:17][cH:16][c:15]([Cl:14])[s:19]2)=[O:22])[cH:6][c:7]([Cl:11])[c:8]([I:10])[cH:9]1)=[O:13]. Reactants: O=C(Cl)c1ccccc1, [K+], Cc1ccc(CNC(=O)N2CCCC2C(=O)N2CCCC2C(=O)CO)cc1, O=S(=O)([O-])O, c1ccncc1. Product: Cc1ccc(CNC(=O)N2CCCC2C(=O)N2CCCC2C(=O)COC(=O)c2ccccc2)cc1. RXN SMILES: [C:1]([c:2]1[cH:3][cH:4][cH:5][cH:6][cH:7]1)(=[O:8])[Cl:9].[K+:42].[OH:10][CH2:11][C:12](=[O:13])[CH:14]1[N:15]([C:19](=[O:20])[CH:21]2[N:22]([C:26](=[O:27])[NH:28][CH2:29][c:30]3[cH:31][cH:32][c:33]([CH3:36])[cH:34][cH:35]3)[CH2:23][CH2:24][CH2:25]2)[CH2:16][CH2:17][CH2:18]1.[S:37]([O-:38])([OH:39])(=[O:40])=[O:41].[cH:43]1[cH:44][cH:45][n:46][cH:47][cH:48]1>>[C:1]([c:2]1[cH:3][cH:4][cH:5][cH:6][cH:7]1)(=[O:8])[O:10][CH2:11][C:12](=[O:13])[CH:14]1[N:15]([C:19](=[O:20])[CH:21]2[N:22]([C:26](=[O:27])[NH:28][CH2:29][c:30]3[cH:31][cH:32][c:33]([CH3:36])[cH:34][cH:35]3)[CH2:23][CH2:24][CH2:25]2)[CH2:16][CH2:17][CH2:18]1. Reactants: O=C(c1ncc[nH]1)c1ncc[nH]1, CC(C)C(N)=O, COC(=O)C(C)(C)N1CCC(NCc2ccc(-c3ccc(C(F)(F)F)cc3)cc2)CC1, O=C(O)Cn1c(CCc2cccc(F)c2F)cc(=O)c2cccnc21. Yields the product COC(=O)C(C)(C)N1CCC(N(Cc2ccc(-c3ccc(C(F)(F)F)cc3)cc2)C(=O)Cn2c(CCc3cccc(F)c3F)cc(=O)c3cccnc32)CC1. RXN SMILES: [C:26]([c:27]1[nH:28][cH:29][cH:30][n:31]1)([c:32]1[nH:33][cH:34][cH:35][n:36]1)=[O:37].[CH3:38][CH:39]([CH3:40])[C:41]([NH2:42])=[O:43].[CH3:44][C:45]([C:46](=[O:47])[O:48][CH3:49])([CH3:50])[N:51]1[CH2:52][CH2:53][CH:54]([NH:57][CH2:58][c:59]2[cH:60][cH:61][c:62](-[c:65]3[cH:66][cH:67][c:68]([C:71]([F:72])([F:73])[F:74])[cH:69][cH:70]3)[cH:63][cH:64]2)[CH2:55][CH2:56]1.[F:1][c:2]1[c:3]([CH2:9][CH2:10][c:11]2[n:12]([CH2:22][C:23](=[O:24])[OH:25])[c:13]3[n:14][cH:15][cH:16][cH:17][c:18]3[c:19](=[O:21])[cH:20]2)[cH:4][cH:5][cH:6][c:7]1[F:8]>>[F:1][c:2]1[c:3]([CH2:9][CH2:10][c:11]2[n:12]([CH2:22][C:23](=[O:24])[N:57]([CH:54]3[CH2:53][CH2:52][N:51]([C:45]([CH3:44])([C:46](=[O:47])[O:48][CH3:49])[CH3:50])[CH2:56][CH2:55]3)[CH2:58][c:59]3[cH:60][cH:61][c:62](-[c:65]4[cH:66][cH:67][c:68]([C:71]([F:72])([F:73])[F:74])[cH:69][cH:70]4)[cH:63][cH:64]3)[c:13]3[n:14][cH:15][cH:16][cH:17][c:18]3[c:19](=[O:21])[cH:20]2)[cH:4][cH:5][cH:6][c:7]1[F:8]. Reactants: COC(=O)C1OC(Br)C(OC(C)=O)C(OC(C)=O)C1OC(C)=O, O=Cc1ccc(O)c(F)c1. The product is COC(=O)C1OC(Oc2ccc(C=O)cc2F)C(OC(C)=O)C(OC(C)=O)C1OC(C)=O. Reaction SMILES: [CH3:1][O:2][C:3](=[O:4])[CH:5]1[O:6][CH:7]([Br:23])[CH:8]([O:19][C:20]([CH3:21])=[O:22])[CH:9]([O:15][C:16]([CH3:17])=[O:18])[CH:10]1[O:11][C:12]([CH3:13])=[O:14].[F:24][c:25]1[cH:26][c:27]([CH:28]=[O:29])[cH:30][cH:31][c:32]1[OH:33]>>[CH3:1][O:2][C:3](=[O:4])[CH:5]1[O:6][CH:7]([O:33][c:32]2[c:25]([F:24])[cH:26][c:27]([CH:28]=[O:29])[cH:30][cH:31]2)[CH:8]([O:19][C:20]([CH3:21])=[O:22])[CH:9]([O:15][C:16]([CH3:17])=[O:18])[CH:10]1[O:11][C:12]([CH3:13])=[O:14]. Starting materials: FC1=CC=C(C=C1)[C@]1(CCN(C(O1)=O)[C@@H](C)C1=CC=C(C=C1)C=1C=NC=C(C(=O)OC)C1)CCCO (Methyl 5-(4-((S)-1-((R)-6-(4-fluorophenyl)-6-(3-hydroxypropyl)-2-oxo-1,3-oxazinan-3-yl)ethyl)phenyl)nicotinate), N (NH3). Run in CCO (EtOH). Reaction conditions: time 8 hour. Yields the product FC1=CC=C(C=C1)[C@]1(CCN(C(O1)=O)[C@@H](C)C1=CC=C(C=C1)C=1C=NC=C(C(=O)N)C1)CCCO (5-(4-((S)-1-((R)-6-(4-fluorophenyl)-6-(3-hydroxypropyl)-2-oxo-1,3-oxazinan-3-yl)ethyl)phenyl) nicotinamide). Isolated yield 34.0%. RXN SMILES: [F:1][C:2]1[CH:7]=[CH:6][C:5]([C@:8]2([CH2:33][CH2:34][CH2:35][OH:36])[O:13][C:12](=[O:14])[N:11]([C@H:15]([C:17]3[CH:22]=[CH:21][C:20]([C:23]4[CH:24]=[N:25][CH:26]=[C:27]([CH:32]=4)[C:28]([O:30]C)=O)=[CH:19][CH:18]=3)[CH3:16])[CH2:10][CH2:9]2)=[CH:4][CH:3]=1.[NH3:37]>CCO>[F:1][C:2]1[CH:3]=[CH:4][C:5]([C@:8]2([CH2:33][CH2:34][CH2:35][OH:36])[O:13][C:12](=[O:14])[N:11]([C@H:15]([C:17]3[CH:18]=[CH:19][C:20]([C:23]4[CH:24]=[N:25][CH:26]=[C:27]([CH:32]=4)[C:28]([NH2:37])=[O:30])=[CH:21][CH:22]=3)[CH3:16])[CH2:10][CH2:9]2)=[CH:6][CH:7]=1. Reported procedure: Methyl 5-(4-((S)-1-((R)-6-(4-fluorophenyl)-6-(3-hydroxypropyl)-2-oxo-1,3-oxazinan-3-yl)ethyl)phenyl)nicotinate (30 mg, 0.1 mmol) was dissolved in anhydrous NH3 in EtOH (5 mL). Then the mixture was stirred at rt overnight. The solvent was removed in vacuo to give the crude product, which was purified by preparative HPLC to provide 5-(4-((S)-1-((R)-6-(4-fluorophenyl)-6-(3-hydroxypropyl)-2-oxo-1,3-oxazinan-3-yl)ethyl)phenyl) nicotinamide (10 mg, 34%). LC-MS Method 2 tR=1.022 min, m/z=478; 1H NMR (C...